The task is: describe an organic reaction: reactants, conditions, products, and yield. This data is from the Open Reaction Database (ORD), a public repository of structured organic reaction records. The reactants are CN(CCCN=C=NCC)C (1-(3-Dimethylaminopropyl)-3-ethylcarbodiimide), O1C(=CC=C1)C(=O)O (furan-2-carboxylic acid), N[C@H](C(=O)N[C@@H]1[C@H](CN([C@@H](CC1)C)CCC)O)CC1CCCCC1 ((S)-2-Amino-3-cyclohexyl-N-((3S,4S,7R)-3-hydroxy-7-methyl-1-propyl-azepan-4-yl)-propionamide), CN1CCOCC1 (4-methylmorpholine), OC1=CC=CC=2NN=NC21 (hydroxybenztriazole). The solvent is CN(C)C=O (DMF), CCOC(=O)C (EtOAc). Reaction conditions: time 8 hour. The product is C1(CCCCC1)C[C@@H](C(N[C@@H]1[C@H](CN([C@@H](CC1)C)CCC)O)=O)NC(=O)C=1OC=CC1 (Furan-2-carboxylic acid [(S)-2-cyclohexyl-1-((3S,4S,7R)-3-hydroxy-7-methyl-1-propyl-azepan-4-ylcarbamoyl)-ethyl]-amide). The yield is 76.9%. RXN SMILES: CN(C)CCCN=C=NCC.[O:12]1[CH:16]=[CH:15][CH:14]=[C:13]1[C:17]([OH:19])=O.[NH2:20][C@@H:21]([CH2:37][CH:38]1[CH2:43][CH2:42][CH2:41][CH2:40][CH2:39]1)[C:22]([NH:24][C@H:25]1[CH2:31][CH2:30][C@@H:29]([CH3:32])[N:28]([CH2:33][CH2:34][CH3:35])[CH2:27][C@@H:26]1[OH:36])=[O:23].CN1CCOCC1.OC1C2N=NNC=2C=CC=1>CN(C=O)C.CCOC(C)=O>[CH:38]1([CH2:37][C@H:21]([NH:20][C:17]([C:13]2[O:12][CH:16]=[CH:15][CH:14]=2)=[O:19])[C:22](=[O:23])[NH:24][C@H:25]2[CH2:31][CH2:30][C@@H:29]([CH3:32])[N:28]([CH2:33][CH2:34][CH3:35])[CH2:27][C@@H:26]2[OH:36])[CH2:43][CH2:42][CH2:41][CH2:40][CH2:39]1. Procedure: 1-(3-Dimethylaminopropyl)-3-ethylcarbodiimide (0.10 g, 0.53 mmol) was added to a solution of furan-2-carboxylic acid (0.059 g, 0.53 mmol), (S)-2-Amino-3-cyclohexyl-N-((3S,4S,7R)-3-hydroxy-7-methyl-1-propyl-azepan-4-yl)-propionamide (0.15 g, 0.36 mmol), 4-methylmorpholine (0.14 g, 0.16 ml, 1.44 mmol), hydroxybenztriazole (0.071 g, 0.53 mmol) in DMF (2.0 ml) and was stirred at RT overnight. The reaction mixture was then warmed to RT and was stirred overnight. The reaction mixture was diluted with ... Reactants: C[C@H]([C@@H]1CC[C@H]([C@H](O1)O[C@@H]2[C@H](C[C@H]([C@@H]([C@H]2O)O[C@@H]3[C@@H]([C@H]([C@@](CO3)(C)O)NC)O)N)N)N)NC (gentamicin), CC1([C@@H](N2[C@H](S1)[C@@H](C2=O)NC(=O)CC=3C=CC=CC3)C(=O)[O-])C.[K+] (penicillin), C[C@H]1[C@@]([C@H]([C@@H](O1)O[C@@H]2[C@H]([C@@H]([C@H]([C@@H]([C@H]2O)O)NC(=N)N)O)NC(=N)N)O[C@H]3[C@H]([C@@H]([C@H]([C@@H](O3)CO)O)O)NC)(C=O)O (streptomycin), OC1[C@@H](O)[C@H](O)[C@H](O1)CO.N1C(=O)N=C(N)C=C1 (cytosine arabinofuranoside), C[C@H]1/C=C/C=C/C=C/C=C/C=C/C=C/C=C/[C@@H](C[C@H]2[C@@H]([C@H](C[C@](O2)(C[C@H](C[C@H]([C@@H](CC[C@H](C[C@H](CC(=O)O[C@H]([C@@H]([C@@H]1O)C)C)O)O)O)O)O)O)O)C(=O)O)O[C@H]3[C@H]([C@H]([C@@H]([C@H](O3)C)O)N)O (fungizone), N[C@@H](CCC(N)=O)C(=O)O (glutamine). Conditions: time 5.5 day. Yields the product C1(O)=C(O)C(=CC=C1)N (Catecholamine). As a reaction SMILES: C[C@@H](NC)[C@H]1O[C@H](O[C@H:10]2[C@H:15]([OH:16])[C@@H:14]([O:17][C@H]3OC[C@@](O)(C)[C@H](NC)[C@H]3O)[C@H:13]([NH2:29])[CH2:12][C@@H:11]2N)[C@H](N)CC1.OC1O[C@H](CO)[C@@H](O)[C@@H]1O.N1C=CC(N)=NC1=O.C[C@@H]1[C@@H](O)[C@@H](C)[C@H](C)OC(=O)C[C@H](O)C[C@H](O)CC[C@@H](O)[C@H](O)C[C@H](O)C[C@@]2(O)O[C@H]([C@H](C(O)=O)[C@@H](O)C2)C[C@@H](O[C@@H]2O[C@H](C)[C@@H](O)[C@H](N)[C@@H]2O)C=CC=CC=CC=CC=CC=CC=C1.CC1(C)S[C@@H]2[C@H](NC(CC3C=CC=CC=3)=O)C(=O)N2[C@H]1C([O-])=O.[K+].C[C@@H]1O[C@@H](O[C@H]2[C@H](O)[C@@H](O)[C@H](NC(N)=N)[C@@H](O)[C@@H]2NC(N)=N)[C@H](O[C@@H]2O[C@@H](CO)[C@H](O)[C@@H](O)[C@@H]2NC)[C@@]1(O)C=O.N[C@H](C(O)=O)CCC(=O)N>>[C:15]1([CH:10]=[CH:11][CH:12]=[C:13]([NH2:29])[C:14]=1[OH:17])[OH:16] |f:1.2,4.5|. Procedure: Chromaffin cells were prepared from bovine adrenal glands by protease perfusion using the method described by Livett in Physiol. Rev. 64:1103 (1984). The cells were plated at 1×106 cells/well in 24-well plates in Dulbecco's modified Eagle's medium supplemented with 10% fetal calf serum, 8 μM fluorodoxyurine, 50 μg/ml gentamicin, 10 μM cytosine arabinofuranoside, 2.5 μg/ml fungizone, 25 international units/ml penicillin, 25 μg/ml streptomycin and 2 mM glutamine. Experiments were performed 3-8 day... Starting materials: Cl.C(C)(C)(C)C1=NN(C(=C1)CN)C1=CC(=CC=C1)Cl ((3-tert-butyl-1-(3-chlorophenyl)-1H-pyrazol-5-yl)methanamine hydrochloride), TEA, FC=1C=C(C=CC1C1(CC1)O)NC(OC1=CC=CC=C1)=O (phenyl 3-fluoro-4-(1-hydroxycyclopropyl)phenylcarbamate). Run in CC#N (MeCN). The product is C(C)(C)(C)C1=NN(C(=C1)CNC(=O)NC1=CC(=C(C=C1)C1(CC1)O)F)C1=CC(=CC=C1)Cl (1-((3-tert-butyl-1-(3-chlorophenyl)-1H-pyrazol-5-yl)methyl)-3-(3-fluoro-4-(1-hydroxycyclopropyl)phenyl)urea). Isolated yield 65.4%. RXN SMILES: Cl.[C:2]([C:6]1[CH:10]=[C:9]([CH2:11][NH2:12])[N:8]([C:13]2[CH:18]=[CH:17][CH:16]=[C:15]([Cl:19])[CH:14]=2)[N:7]=1)([CH3:5])([CH3:4])[CH3:3].[F:20][C:21]1[CH:22]=[C:23]([NH:31][C:32](=O)[O:33]C2C=CC=CC=2)[CH:24]=[CH:25][C:26]=1[C:27]1([OH:30])[CH2:29][CH2:28]1>CC#N>[C:2]([C:6]1[CH:10]=[C:9]([CH2:11][NH:12][C:32]([NH:31][C:23]2[CH:24]=[CH:25][C:26]([C:27]3([OH:30])[CH2:28][CH2:29]3)=[C:21]([F:20])[CH:22]=2)=[O:33])[N:8]([C:13]2[CH:18]=[CH:17][CH:16]=[C:15]([Cl:19])[CH:14]=2)[N:7]=1)([CH3:5])([CH3:3])[CH3:4] |f:0.1|. Procedure details: To a stirred solution of (3-tert-butyl-1-(3-chlorophenyl)-1H-pyrazol-5-yl)methanamine hydrochloride (synthesis described for example A106) (0.104 mg, 0.348 mmol, 1.0 eq) in MeCN (8 mL) was added TEA (0.193 mL, 1.39 mmol, 4.0 eq) followed by addition of phenyl 3-fluoro-4-(1-hydroxycyclopropyl)phenylcarbamate (0.10 mg, 0.355 mmol, 1.02 eq) at RT and the mixture was stirred at reflux overnight. The solvents were evaporated and the crude product was purified by CC (eluent EtOAc/cyclohexane 1:2) to g... Reactants: CO, COC(=O)c1ccc(SC(CCc2ccc(Cl)cc2)Cn2ccnc2)cc1, [Na+], [OH-]. Yields the product O=C([O-])c1ccc(SC(CCc2ccc(Cl)cc2)Cn2ccnc2)cc1, [Na+]. RXN SMILES: [CH3:30][OH:31].[Cl:3][c:4]1[cH:5][cH:6][c:7]([CH2:10][CH2:11][CH:12]([CH2:13][n:14]2[cH:15][n:16][cH:17][cH:18]2)[S:19][c:20]2[cH:21][cH:22][c:23]([C:24](=[O:25])[O:26][CH3:27])[cH:28][cH:29]2)[cH:8][cH:9]1.[Na+:2].[OH-:1]>>[Cl:3][c:4]1[cH:5][cH:6][c:7]([CH2:10][CH2:11][CH:12]([CH2:13][n:14]2[cH:15][n:16][cH:17][cH:18]2)[S:19][c:20]2[cH:21][cH:22][c:23]([C:24](=[O:25])[O-:26])[cH:28][cH:29]2)[cH:8][cH:9]1.[Na+:2]. Starting materials: C1(=C(C(=C(C(=C1F)F)F)N)F)N.Cl.Cl (dihydrochloride), C1[C@@H]2N(CCN1)CCCC2 ((R)-octahydropyrido[1,2-a]pyrazine), C(C)(C)N(CC)C(C)C (diisopropylethylamine), ClC=1N=NC(=CC1)C1=CC=C(C=C1)C(F)(F)F (3-chloro-6-(4-trifluoromethylphenyl)-pyridazine). The solvent is CS(=O)C (dimethylsulfoxide), ClCCl (dichloromethane). Run at temperature 160 celsius. Product: FC(C1=CC=C(C=C1)C1=CC=C(N=N1)N1C[C@@H]2N(CC1)CCCC2)(F)F ((R)-2-[6-(4-Trifluoromethyl-phenyl)-pyridazin-3-yl]-octahydro-pyrido[1,2-a]pyrazine). Yield: 98.1%. Reaction SMILES: C1(N)C(F)=C(F)C(F)=C(N)C=1F.Cl.Cl.[CH2:15]1[NH:20][CH2:19][CH2:18][N:17]2[CH2:21][CH2:22][CH2:23][CH2:24][C@H:16]12.C(N(C(C)C)CC)(C)C.Cl[C:35]1[N:36]=[N:37][C:38]([C:41]2[CH:46]=[CH:45][C:44]([C:47]([F:50])([F:49])[F:48])=[CH:43][CH:42]=2)=[CH:39][CH:40]=1>ClCCl.CS(C)=O>[F:50][C:47]([F:48])([F:49])[C:44]1[CH:43]=[CH:42][C:41]([C:38]2[N:37]=[N:36][C:35]([N:20]3[CH2:19][CH2:18][N:17]4[CH2:21][CH2:22][CH2:23][CH2:24][C@@H:16]4[CH2:15]3)=[CH:40][CH:39]=2)=[CH:46][CH:45]=1 |f:0.1.2|. Reported procedure: A mixture of the dihydrochloride salt of (R)-octahydropyrido[1,2-a]pyrazine (649 mg, 3.05 mmol), diisopropylethylamine (1.17 ml, 6.72 mmol), 3-chloro-6-(4-trifluoromethylphenyl)-pyridazine (290 mg, 1.12 mmol) and dimethylsulfoxide (1 ml) was heated in a closed vessel at 160° C. for 40 min. The reaction mixture was cooled to room temperature, diluted with dichloromethane (10 ml) and washed with water (2×15 ml) and brine (15 ml). The organic layer was dried over magnesium sulphate. The solvent was... Reactants: C(C)OC(=O)C=1N(C2=CC=C(C=C2C1CN)F)CC1=CC=CC2=CC=CC=C12 (3-aminomethyl-5-fluoro-1-naphthalen-1-ylmethyl-1H-indole-2-carboxylic acid ethyl ester), Cl (hydrogen chloride), ClC(=O)OC (methyl chloroformate). Solvent: ClCCl (dichloromethane). Conditions: time 16 hour. Product: C(C)OC(=O)C=1N(C2=CC=C(C=C2C1CNC(=O)OC)F)CC1=CC=CC2=CC=CC=C12 (5-fluoro-3-(methoxycarbonylamino-methyl)-1-naphthalen-1-ylmethyl-1H-indole-2-carboxylic acid ethyl ester). As a reaction SMILES: [CH2:1]([O:3][C:4]([C:6]1[N:7]([CH2:18][C:19]2[C:28]3[C:23](=[CH:24][CH:25]=[CH:26][CH:27]=3)[CH:22]=[CH:21][CH:20]=2)[C:8]2[C:13]([C:14]=1[CH2:15][NH2:16])=[CH:12][C:11]([F:17])=[CH:10][CH:9]=2)=[O:5])[CH3:2].Cl.Cl[C:31]([O:33][CH3:34])=[O:32]>ClCCl>[CH2:1]([O:3][C:4]([C:6]1[N:7]([CH2:18][C:19]2[C:28]3[C:23](=[CH:24][CH:25]=[CH:26][CH:27]=3)[CH:22]=[CH:21][CH:20]=2)[C:8]2[C:13]([C:14]=1[CH2:15][NH:16][C:31]([O:33][CH3:34])=[O:32])=[CH:12][C:11]([F:17])=[CH:10][CH:9]=2)=[O:5])[CH3:2]. Procedure details: To a suspension of 3-aminomethyl-5-fluoro-1-naphthalen-1-ylmethyl-1H-indole-2-carboxylic acid ethyl ester; salt with hydrogen chloride (from Example 76.3., 0.2 mmole) in dichloromethane (2.0 ml) was added at 22° C. methyl chloroformate (0.22 mmole) and stirring was continued at 22° C. for 16 h. The mixture was washed with 1 N aqueous HCl, the organic layer was dried, evaporated and the residue was chromatographed on silica using n-heptane/AcOEt to give 5-fluoro-3-(methoxycarbonylamino-methyl)-1-... Reactants: COC(=O)CN(Cc1ccc(Cl)cc1)C1CCN(C(=O)OC(C)(C)C)C1, Cl, C1COCCO1. The product is COC(=O)CN(Cc1ccc(Cl)cc1)C1CCNC1. RXN SMILES: [C:1]([O:2][C:3](=[O:4])[N:8]1[CH2:9][CH:10]([N:13]([CH2:14][C:15](=[O:16])[O:17][CH3:18])[CH2:19][c:20]2[cH:21][cH:22][c:23]([Cl:26])[cH:24][cH:25]2)[CH2:11][CH2:12]1)([CH3:5])([CH3:6])[CH3:7].[ClH:27].[O:28]1[CH2:29][CH2:30][O:31][CH2:32][CH2:33]1>>[NH:8]1[CH2:9][CH:10]([N:13]([CH2:14][C:15](=[O:16])[O:17][CH3:18])[CH2:19][c:20]2[cH:21][cH:22][c:23]([Cl:26])[cH:24][cH:25]2)[CH2:11][CH2:12]1.